This data is from the Open Reaction Database (ORD), a public repository of structured organic reaction records. The task is: describe an organic reaction: reactants, conditions, products, and yield Starting materials: CN(CCC1=CNC2=CC=C(C=C12)NC=1N=C(N=NC1C(=O)OCC)SC)C (3-(2-dimethylaminoethyl)-5-(6-ethoxycarbonyl-3-methylthio-1,2,4-triazin-5-ylamino)-1H-indole), C(C1=CC=CC=C1)N (benzylamine). As a reaction SMILES: [CH3:1][N:2]([CH3:28])[CH2:3][CH2:4][C:5]1[C:13]2[C:8](=[CH:9][CH:10]=[C:11]([NH:14][C:15]3[N:16]=[C:17]([S:26][CH3:27])[N:18]=[N:19][C:20]=3[C:21](OCC)=[O:22])[CH:12]=2)[NH:7][CH:6]=1.[CH2:29]([NH2:36])[C:30]1[CH:35]=[CH:34][CH:33]=[CH:32][CH:31]=1>C(Cl)Cl>[CH3:28][N:2]([CH3:1])[CH2:3][CH2:4][C:5]1[C:13]2[C:8](=[CH:9][CH:10]=[C:11]([NH:14][C:15]3[N:16]=[C:17]([S:26][CH3:27])[N:18]=[N:19][C:20]=3[C:21]([NH:36][CH2:29][C:30]3[CH:35]=[CH:34][CH:33]=[CH:32][CH:31]=3)=[O:22])[CH:12]=2)[NH:7][CH:6]=1. Product: CN(CCC1=CNC2=CC=C(C=C12)NC=1N=C(N=NC1C(=O)NCC1=CC=CC=C1)SC)C (3-(2-Dimethylaminoethyl)-5-(6-benzylaminocarbonyl-3-methylthio-1,2,4-triazin-5-ylamino)-1H-indole). Conditions: time 48 hour. Yield: 22.0%. Procedure: To a stirred mixture of 3-(2-dimethylaminoethyl)-5-(6-ethoxycarbonyl-3-methylthio-1,2,4-triazin-5-ylamino)-1H-indole (0.25 g, 0.62 mmol) in methylene chloride (5 mL) at room temperature under nitrogen was added dropwise benzylamine (0.14 mL, 1.25 mmol, 2.0 eq). The resulting reaction mixture was stirred at room temperature under nitrogen for 48 hours, and then filtered. The resulting yellow solid was recrystallized from methanol: ethyl acetate (4:1) to afford the title compound (0.063 g, 22%) as... Run in C(Cl)Cl (methylene chloride).